This data is from the Open Reaction Database (ORD), a public repository of structured organic reaction records. The task is: describe an organic reaction: reactants, conditions, products, and yield Reactants: Br/C=1/C(=O)OC(\C1)=O (monobromomaleic anhydride), C(C)N(N)CC (N,N-diethylhydrazine), CC(=O)O (AcOH). Run at temperature 130 celsius. Procedure details: A mixture of monobromomaleic anhydride (177 mg, 1.0 mmol) and N,N-diethylhydrazine (88 mg, 1.0 mmol) in glacial AcOH (3 mL) was heated at 130° C. for 16 h. The solvent was removed in vacuo and the crude residue purified by column chromatography (neat CH2Cl2-5% MeOH/CH2Cl2) to give 4-bromo-1,2-diethyl-1,2-dihydro-pyridazine-3,6-dione as a yellow solid (159 mg, 0.64 mmol, 64%): 1H NMR (600 MHz, CDCl3) δ 7.31 (s, 1H), 4.14 (q, J=7.0 Hz, 2H), 4.07 (q, J=7.0 Hz, 2H), 1.26 (t, J=7.0 Hz, 3H), 1.22 (t, ... As a reaction SMILES: [Br:1][C:2]1[C:3](O[C:6](=[O:8])[CH:7]=1)=[O:4].C([N:11]([CH2:13][CH3:14])[NH2:12])C.[CH3:15][C:16](O)=O>>[Br:1][C:2]1[C:3](=[O:4])[N:11]([CH2:13][CH3:14])[N:12]([CH2:15][CH3:16])[C:6](=[O:8])[CH:7]=1. The product is BrC=1C(N(N(C(C1)=O)CC)CC)=O (4-bromo-1,2-diethyl-1,2-dihydro-pyridazine-3,6-dione). Yield: 64.0%. The reactants are Br[Si](C)(C)C (bromotrimethylsilane), C(C)OP(OCC)(=O)CCCOC1=CC=C(C=C1)N(C1=CC=C(C=C1)OC)C1=CC=C(C=C1)N(C1=CC=C(C=C1)OC)C1=CC=C(C=C1)OC (diethyl3-(4-((4-(bis(4-methoxyphenyl)amino)phenyl)(4-methoxyphenyl)amino)phenoxy)propylphosphonate). Run in ClCCl (Dichloromethane). Run at time 8 hour. The product is COC1=CC=C(C=C1)N(C1=CC=C(C=C1)N(C1=CC=C(OCCCP(O)(O)=O)C=C1)C1=CC=C(C=C1)OC)C1=CC=C(C=C1)OC (3-(4-((4-(bis(4-methoxyphenyl)amino)phenyl)(4-methoxyphenyl)amino)phenoxy)propylphosphonic acid). As a reaction SMILES: C([O:3][P:4]([CH2:9][CH2:10][CH2:11][O:12][C:13]1[CH:18]=[CH:17][C:16]([N:19]([C:28]2[CH:33]=[CH:32][C:31]([N:34]([C:43]3[CH:48]=[CH:47][C:46]([O:49][CH3:50])=[CH:45][CH:44]=3)[C:35]3[CH:40]=[CH:39][C:38]([O:41][CH3:42])=[CH:37][CH:36]=3)=[CH:30][CH:29]=2)[C:20]2[CH:25]=[CH:24][C:23]([O:26][CH3:27])=[CH:22][CH:21]=2)=[CH:15][CH:14]=1)(=[O:8])[O:5]CC)C.Br[Si](C)(C)C>ClCCl>[CH3:50][O:49][C:46]1[CH:47]=[CH:48][C:43]([N:34]([C:35]2[CH:36]=[CH:37][C:38]([O:41][CH3:42])=[CH:39][CH:40]=2)[C:31]2[CH:30]=[CH:29][C:28]([N:19]([C:20]3[CH:25]=[CH:24][C:23]([O:26][CH3:27])=[CH:22][CH:21]=3)[C:16]3[CH:17]=[CH:18][C:13]([O:12][CH2:11][CH2:10][CH2:9][P:4](=[O:3])([OH:8])[OH:5])=[CH:14][CH:15]=3)=[CH:33][CH:32]=2)=[CH:44][CH:45]=1. Procedure details: 11. To a dry 25 mL round bottom flask under nitrogen was added diethyl3-(4-((4-(bis(4-methoxyphenyl)amino)phenyl)(4-methoxyphenyl)amino)phenoxy)propylphosphonate (0.500 g, 0.718 mmol) and the flask was purged with nitrogen. Dichloromethane (1.00 mL) and bromotrimethylsilane (0.199 g, 2.30 mmol) were added under nitrogen and the mixture was allowed to stir at room temperature overnight. Upon disappearance of the starting material the solvent was removed through nitrogen purge. Residual solvent wa... Reactants: BrCCCCCCOCCC#CC1=CC(=CC=C1)[N+](=O)[O-] (1-{4-[(6-bromohexyl)oxy]but-1-ynyl}-3-nitrobenzene), C(C)(=O)[O-].[Na+] (sodium acetate). Reagents/catalysts: [Br-].C(CCC)[N+](CCCC)(CCCC)CCCC (tetrabutylammonium bromide). The solvent is CN(C)C=O (DMF), O (water). Run at temperature 75 celsius. The product is C(C)(=O)OCCCCCCOCCC#CC1=CC(=CC=C1)[N+](=O)[O-] (6-{[4-(3-Nitrophenyl)but-3-ynyl]oxy}hexyl acetate). Isolated yield 75.6%. As a reaction SMILES: Br[CH2:2][CH2:3][CH2:4][CH2:5][CH2:6][CH2:7][O:8][CH2:9][CH2:10][C:11]#[C:12][C:13]1[CH:18]=[CH:17][CH:16]=[C:15]([N+:19]([O-:21])=[O:20])[CH:14]=1.[C:22]([O-:25])(=[O:24])[CH3:23].[Na+]>[Br-].C([N+](CCCC)(CCCC)CCCC)CCC.CN(C=O)C.O>[C:22]([O:25][CH2:2][CH2:3][CH2:4][CH2:5][CH2:6][CH2:7][O:8][CH2:9][CH2:10][C:11]#[C:12][C:13]1[CH:18]=[CH:17][CH:16]=[C:15]([N+:19]([O-:21])=[O:20])[CH:14]=1)(=[O:24])[CH3:23] |f:1.2,3.4|. Reported procedure: A mixture of 1-{4-[(6-bromohexyl)oxy]but-1-ynyl}-3-nitrobenzene (4.18 g), sodium acetate (9.68 g), tetrabutylammonium bromide (384 mg) in DMF (15 ml) and water (10 ml) was heated to 75° C. for 6 h. The mixture was then allowed to cool to 20° C. and then extracted with Et2O. The organic solution was concentrated and purified by chromatography on a Biotage (40 g) eluting with Et2O-petroleum ether(1:19 increasing to 1:1) to give the title compound (2.973 g). LCMS RT=3.84 min. Reported procedure: Treatment of 2,4,6-trichlorobromobenzene (14.5 g, 55.69 mmol) with 2-methoxybenzeneboronic acid (12.69 g, 83.54 mol), dichlorobis(tri-o-tolylphosphine)-palladium(II) (0.656 g, 0.835 mmol), and potassium carbonate (19.21 g, 139.22 mmol) generally according to the procedure described for Intermediate 37 provided 9.8 g (61%) of 2′4′,6′-trichloro-1,1′-biphenyl-2-yl methyl ether. To a solution of 2′ 4′,6′-trichloro-1,1′-biphenyl-2-yl methyl ether (9.8 g, 34.08 mmol) in dichloromethane (100 mL) cooled... Reaction conditions: time 12 hour. Yield: 56.0%. Product: ClC1=C(C(=CC(=C1)Cl)Cl)C1=CC=CC=2CC(OC21)CN ((±)-{[7-(2,4,6-trichlorophenyl)-2,3-dihydro-1-benzofuran-2-yl]methyl}amine). The reactants are N(=[N+]=[N-])CC1OC2=C(C1)C=CC=C2C2=C(C=C(C=C2Cl)Cl)Cl ((±)-2-(azidomethyl)-7-(2,4,6-trichlorophenyl)-2,3-dihydro-1-benzofuran), C1(=CC=CC=C1)P(C1=CC=CC=C1)C1=CC=CC=C1 (triphenylphosphine), Cl (hydrogen chloride). RXN SMILES: [N:1]([CH2:4][CH:5]1[CH2:9][C:8]2[CH:10]=[CH:11][CH:12]=[C:13]([C:14]3[C:19]([Cl:20])=[CH:18][C:17]([Cl:21])=[CH:16][C:15]=3[Cl:22])[C:7]=2[O:6]1)=[N+]=[N-].C1(P(C2C=CC=CC=2)C2C=CC=CC=2)C=CC=CC=1.Cl>O1CCCC1.C(O)(C)C>[Cl:22][C:15]1[CH:16]=[C:17]([Cl:21])[CH:18]=[C:19]([Cl:20])[C:14]=1[C:13]1[C:7]2[O:6][CH:5]([CH2:4][NH2:1])[CH2:9][C:8]=2[CH:10]=[CH:11][CH:12]=1. The solvent is C(C)(C)O (isopropanol), O1CCCC1 (tetrahydrofuran). The reactants are [BH4-], CN1CCOCC1, COCCOC, CC(C)COC(=O)Cl, [Na+], O, O=C(O)C=Cc1cccnc1. The product is OCC=Cc1cccnc1. As a reaction SMILES: [BH4-:27].[CH3:20][N:21]1[CH2:22][CH2:23][O:24][CH2:25][CH2:26]1.[CH3:29][O:30][CH2:31][CH2:32][O:33][CH3:34].[Cl:1][C:2]([O:3][CH2:4][CH:5]([CH3:6])[CH3:7])=[O:8].[Na+:28].[OH2:35].[n:9]1[cH:10][c:11]([CH:15]=[CH:16][C:17](=[O:18])[OH:19])[cH:12][cH:13][cH:14]1>>[n:9]1[cH:10][c:11]([CH:15]=[CH:16][CH2:17][OH:18])[cH:12][cH:13][cH:14]1. Starting materials: C1(=CC=CC=C1)OC (anisole), FC(C=1C=C(C=CC1)C12CCN(C(OC1(C)C)C2)C)(F)F (5-(3'-trifluoromethylphenyl)-2,6,6-trimethyl-7-oxa-2-azabicyclo[3.2.1]octane). The solvent is CC(=O)C (acetone). The product is COC1=C(C=CC=C1)C1(CCN(CC1)C)C(O)(C)C (4-(2'-Methoxyphenyl)-α,α,1-trimethyl-4-piperidinemethanol). Reaction SMILES: [C:1]1([O:7][CH3:8])[CH:6]=[CH:5][CH:4]=[CH:3][CH:2]=1.FC(F)(F)C1C=C([C:17]23[CH2:26][CH:21]([O:22][C:23]2([CH3:25])[CH3:24])[N:20]([CH3:27])[CH2:19][CH2:18]3)C=CC=1>CC(C)=O>[CH3:8][O:7][C:1]1[CH:6]=[CH:5][CH:4]=[CH:3][C:2]=1[C:17]1([C:23]([CH3:25])([CH3:24])[OH:22])[CH2:26][CH2:21][N:20]([CH3:27])[CH2:19][CH2:18]1. Procedure: 4-(2'-Methoxyphenyl)-α,α,1-trimethyl-4-piperidinemethanol was prepared from anisole by the procedure described in Example 3 except that acetone was used in place of cyclopentanone in the preparation of III; m.p. 110°-111°; NMR (in CDCl3): τ2.6-3.1 (m, 4H); 6.2 (s, 3H); 6.7-8.5 (m, 9H); 7.9 (s, 3H) and 8.9 (broad s, 6H). Anal. Calcd. for C16H25NO2 : C, 72.96; H, 9.57; N, 5.32. Found: C, 73.02; H, 9.56; N, 5.41. Reactants: [Br-], [Br-], [Br-], Br, CC(=O)c1cnc(NC(=O)C(C)(C)C)s1, CC(=O)O, O, c1cc[nH+]cc1, c1cc[nH+]cc1, c1cc[nH+]cc1. Product: CC(C)(C)C(=O)Nc1ncc(C(=O)CBr)s1. RXN SMILES: [Br-:16].[Br-:17].[Br-:18].[BrH:38].[C:1]([CH3:2])(=[O:3])[c:4]1[cH:5][n:6][c:7]([NH:9][C:10]([C:11]([CH3:12])([CH3:13])[CH3:14])=[O:15])[s:8]1.[C:39]([OH:40])(=[O:41])[CH3:42].[OH2:37].[nH+:19]1[cH:20][cH:21][cH:22][cH:23][cH:24]1.[nH+:25]1[cH:26][cH:27][cH:28][cH:29][cH:30]1.[nH+:31]1[cH:32][cH:33][cH:34][cH:35][cH:36]1>>[C:1]([CH2:2][Br:16])(=[O:3])[c:4]1[cH:5][n:6][c:7]([NH:9][C:10]([C:11]([CH3:12])([CH3:13])[CH3:14])=[O:15])[s:8]1. The reactants are N1=CC=CC=C1 (pyridine), C1(CC1)C(=O)Cl (cyclopropanecarbonyl chloride), NC=1C=C(C=CC1Cl)C1=NN(C(=C1Cl)OC(F)F)C (3-(3-amino-4-chlorophenyl)-4-chloro-5-difluoromethoxy-1-methyl-1H-pyrazole). The solvent is O1CCCC1 (tetrahydrofuran). Conditions: temperature 50 celsius, time 2 hour. Product: ClC=1C(=NN(C1OC(F)F)C)C1=CC(=C(C=C1)Cl)NC(=O)C1CC1 (4-Chloro-3-[4-chloro-3-(cyclopropylcarbonylamino)-phenyl]-5-difluoromethoxy-1-methyl-1H-pyrazole). Reaction SMILES: N1C=CC=CC=1.[CH:7]1([C:10](Cl)=[O:11])[CH2:9][CH2:8]1.[NH2:13][C:14]1[CH:15]=[C:16]([C:21]2[C:25]([Cl:26])=[C:24]([O:27][CH:28]([F:30])[F:29])[N:23]([CH3:31])[N:22]=2)[CH:17]=[CH:18][C:19]=1[Cl:20]>O1CCCC1>[Cl:26][C:25]1[C:21]([C:16]2[CH:17]=[CH:18][C:19]([Cl:20])=[C:14]([NH:13][C:10]([CH:7]3[CH2:9][CH2:8]3)=[O:11])[CH:15]=2)=[N:22][N:23]([CH3:31])[C:24]=1[O:27][CH:28]([F:30])[F:29]. Procedure: 1.0 g (13 mmol) of pyridine and 0.7 g (6.5 mmol) of cyclopropanecarbonyl chloride were added to a solution of 2.0 g (6.5 mmol) of 3-(3-amino-4-chlorophenyl)-4-chloro-5-difluoromethoxy-1-methyl-1H-pyrazole in 30 ml of tetrahydrofuran. The solution was stirred at room temperature overnight and at 50° C. for 2 hours, an then concentrated. The residue was taken up in ethyl acetate. The ethyl acetate was washed in succession with cold 1N hydrochloric acid, water and saturated sodium chloride solution...